This data is from the Open Reaction Database (ORD), a public repository of structured organic reaction records. The task is: describe an organic reaction: reactants, conditions, products, and yield Starting materials: C(C)N(CC)CCOC(CCCC(C1C[C@H]2[C@H](C[C@H]([C@@H]2\C=C\[C@H](CCCCC)O)O)O1)Br)=O ((13E)-(5RS,6RS,9α,11α,15S)-5-bromo-6,9-epoxy-11,15-dihydroxyprost-13-enoic acid 2-(N,N-diethylamino)ethyl ester), DBU, Cl (hydrochloric acid), P(=O)([O-])([O-])[O-] (phosphate). Yields the product C(C)N(CC)CCOC(CCC\C=C/1\C[C@H]2[C@H](C[C@H]([C@@H]2\C=C\[C@H](CCCCC)O)O)O1)=O ((5Z,13E)-(9α,11α,15S)-6,9-Epoxy-11,15-dihydroxyprosta-5,13-dienoic acid 2-(N,N-diethylamino)ethyl ester). Yield: 28.8%. RXN SMILES: [CH2:1]([N:3]([CH2:6][CH2:7][O:8][C:9](=[O:33])[CH2:10][CH2:11][CH2:12][CH:13](Br)[CH:14]1[O:31][C@H:17]2[CH2:18][C@@H:19]([OH:30])[C@H:20](/[CH:21]=[CH:22]/[C@@H:23]([OH:29])[CH2:24][CH2:25][CH2:26][CH2:27][CH3:28])[C@H:16]2[CH2:15]1)[CH2:4][CH3:5])[CH3:2].Cl.P([O-])([O-])([O-])=O>>[CH2:1]([N:3]([CH2:6][CH2:7][O:8][C:9](=[O:33])[CH2:10][CH2:11][CH2:12]/[CH:13]=[C:14]1/[CH2:15][C@@H:16]2[C@@H:20](/[CH:21]=[CH:22]/[C@@H:23]([OH:29])[CH2:24][CH2:25][CH2:26][CH2:27][CH3:28])[C@H:19]([OH:30])[CH2:18][C@@H:17]2[O:31]/1)[CH2:4][CH3:5])[CH3:2]. Procedure details: 123 mg of (13E)-(5RS,6RS,9α,11α,15S)-5-bromo-6,9-epoxy-11,15-dihydroxyprost-13-enoic acid 2-(N,N-diethylamino)ethyl ester (prepared as described in Example 1) and 0.4 ml of DBU (1,5-diazabicyclo[5.4.0]-undecene-5) were stirred at 50°-60° C. for 3 hours under a nitrogen atmosphere. The solution obtained was cooled to 0°-5° C., 2.5 ml of 1 N hydrochloric acid and 2 ml of a phosphate buffer with a pH of 6.86 cooled to 0°-5° C., were added, and the mixture was extracted with diethyl ether. The extra... The reactants are NC1=NC=C(C#N)C(=C1)F (6-amino-4-fluoronicotinonitrile), O1C(CCCC1)OCCO ((racemic) 2-((tetrahydro-2H-pyran-2-yl)oxy)ethanol), NC1=NC=C(C#N)C(=C1)O[C@@H](COC)C ((R)-6-amino-4-((1-methoxypropan-2-yl)oxy)nicotinonitrile). Yields the product NC1=NC=C(C#N)C(=C1)OCCOC1OCCCC1 ((racemic) 6-amino-4-(2-((tetrahydro-2H-pyran-2-yl)oxy)ethoxy)nicotinonitrile). As a reaction SMILES: [NH2:1][C:2]1[CH:9]=[C:8](F)[C:5]([C:6]#[N:7])=[CH:4][N:3]=1.[O:11]1[CH2:16][CH2:15][CH2:14][CH2:13][CH:12]1[O:17][CH2:18][CH2:19][OH:20].NC1C=C(O[C@H](C)COC)C(C#N)=CN=1>>[NH2:1][C:2]1[CH:9]=[C:8]([O:20][CH2:19][CH2:18][O:17][CH:12]2[CH2:13][CH2:14][CH2:15][CH2:16][O:11]2)[C:5]([C:6]#[N:7])=[CH:4][N:3]=1. Reported procedure: From intermediate 21 and (racemic) 2-((tetrahydro-2H-pyran-2-yl)oxy)ethanol, reacted in an analogous manner to the preparation of intermediate 146. (UPLC-MS 7) tR 0.70; ESI-MS 264.1 [M+H]+. Reactants: CN(C(=O)OC(C)(C)C)C(Cc1ccc2ccccc2c1)C(=O)O, CN(C(=O)C=CCC(C)(C)N)C(Cc1ccc2ccccc2c1)C(=O)N1CCc2ccccc2C1, CCN(C(C)C)C(C)C, CCN=C=NCCCN(C)C, CN(C)C=O, CCOC(C)=O, ClCCl, Cl, On1nnc2cccnc21. Product: CN(C(=O)OC(C)(C)C)C(Cc1ccc2ccccc2c1)C(=O)N1CCc2ccccc2C1. Reaction SMILES: [C:36]([CH3:37])([CH3:38])([CH3:39])[O:40][C:41](=[O:42])[N:43]([CH3:44])[CH:45]([C:46](=[O:47])[OH:48])[CH2:49][c:50]1[cH:51][c:52]2[cH:53][cH:54][cH:55][cH:56][c:57]2[cH:58][cH:59]1.[CH2:1]1[N:2]([C:11](=[O:12])[CH:13]([N:14]([CH3:15])[C:16](=[O:17])[CH:18]=[CH:19][CH2:20][C:21]([NH2:22])([CH3:23])[CH3:24])[CH2:25][c:26]2[cH:27][cH:28][c:29]3[c:30]([cH:31][cH:32][cH:33][cH:34]3)[cH:35]2)[CH2:3][CH2:4][c:5]2[cH:6][cH:7][cH:8][cH:9][c:10]21.[CH2:82]([N:83]([CH:84]([CH3:85])[CH3:86])[CH:87]([CH3:88])[CH3:89])[CH3:90].[CH3:71][N:72]([CH3:73])[CH2:74][CH2:75][CH2:76][N:77]=[C:78]=[N:79][CH2:80][CH3:81].[CH3:91][N:92]([CH3:93])[CH:94]=[O:95].[CH3:99][CH2:100][O:101][C:102](=[O:103])[CH3:104].[Cl:96][CH2:97][Cl:98].[ClH:70].[OH:60][n:61]1[c:62]2[n:63][cH:64][cH:65][cH:66][c:67]2[n:68][n:69]1>>[CH2:1]1[N:2]([C:46]([CH:45]([N:43]([C:41]([O:40][C:36]([CH3:37])([CH3:38])[CH3:39])=[O:42])[CH3:44])[CH2:49][c:50]2[cH:51][c:52]3[cH:53][cH:54][cH:55][cH:56][c:57]3[cH:58][cH:59]2)=[O:47])[CH2:3][CH2:4][c:5]2[cH:6][cH:7][cH:8][cH:9][c:10]21. Reactants: compound 17e, C=1C=CC2=C(C1)N=NN2O (HOBT), NC1CCOCC1 (4-aminotetrahydropyran), C(C)(C)OC1=CC=C(C=C1)C[C@@H](C(=O)O)NC(=O)[C@H]1N(CCCC1)S(=O)(=O)C1=CC(=CC=C1)C(F)(F)F ((S)-3-(4-isopropoxy-phenyl)-2-{[(S)-1-(3-trifluoromethyl-benzenesulfonyl)-piperidine-2-carbonyl]-amino}-propionic acid), CCN=C=NCCCN(C)C (EDCI). The solvent is C(Cl)Cl (methylene chloride), O (water), C(Cl)Cl (methylene chloride). Conditions: time 8 hour. Yields the product C(C)(C)OC1=CC=C(C=C1)C[C@@H](C(NC1CCOCC1)=O)NC(=O)[C@H]1N(CCCC1)S(=O)(=O)C1=CC(=CC=C1)C(F)(F)F ((S)-1-(3-Trifluoromethyl-benzenesulfonyl)-piperidine-2-carboxylic acid [(S)-2-(4-isopropoxy-phenyl)-1-(tetrahydro-pyran-4-ylcarbamoyl)-ethyl]-amide). The yield is 69.6%. RXN SMILES: [CH:1]([O:4][C:5]1[CH:10]=[CH:9][C:8]([CH2:11][C@H:12]([NH:16][C:17]([C@@H:19]2[CH2:24][CH2:23][CH2:22][CH2:21][N:20]2[S:25]([C:28]2[CH:33]=[CH:32][CH:31]=[C:30]([C:34]([F:37])([F:36])[F:35])[CH:29]=2)(=[O:27])=[O:26])=[O:18])[C:13]([OH:15])=O)=[CH:7][CH:6]=1)([CH3:3])[CH3:2].C1C=CC2N(O)N=NC=2C=1.[NH2:48][CH:49]1[CH2:54][CH2:53][O:52][CH2:51][CH2:50]1.CCN=C=NCCCN(C)C>C(Cl)Cl.O>[CH:1]([O:4][C:5]1[CH:6]=[CH:7][C:8]([CH2:11][C@H:12]([NH:16][C:17]([C@@H:19]2[CH2:24][CH2:23][CH2:22][CH2:21][N:20]2[S:25]([C:28]2[CH:33]=[CH:32][CH:31]=[C:30]([C:34]([F:35])([F:36])[F:37])[CH:29]=2)(=[O:26])=[O:27])=[O:18])[C:13](=[O:15])[NH:48][CH:49]2[CH2:54][CH2:53][O:52][CH2:51][CH2:50]2)=[CH:9][CH:10]=1)([CH3:2])[CH3:3]. Procedure: To a room temperature mixture of (S)-3-(4-isopropoxy-phenyl)-2-{[(S)-1-(3-trifluoromethyl-benzenesulfonyl)-piperidine-2-carbonyl]-amino}-propionic acid (96.0 mg, 0.177 mmol) (prepared according to the method described for the preparation of compound 17e, HOBT (29.0 mg, 0.215 mmol), 4-aminotetrahydropyran (19.6 mg, 0.194 mmol), methylene chloride (2 mL), and water (2 mL) was added EDCI (39.0 mg, 0.203 mmol) in one portion. The reaction mixture was stirred at room temperature overnight. The reacti... The reactants are BrC1=CC=C(C=C1)[C@H](O[C@H](C(=O)NCC#N)CC(C)C)C1=CC=CC=C1 ((2S)-2-{[(R)-(4-bromophenyl)(phenyl)methyl]oxy}-N-(cyanomethyl)-4-methylpentanamide), CSC1=CC=C(C=C1)B(O)O.[N] (nitrogen 4-(methylthio)phenylboronic acid), C(=O)([O-])[O-].[Na+].[Na+] (Na2CO3). The reagents and catalysts are C=1C=CC(=CC1)[P](C=2C=CC=CC2)(C=3C=CC=CC3)[Pd]([P](C=4C=CC=CC4)(C=5C=CC=CC5)C=6C=CC=CC6)([P](C=7C=CC=CC7)(C=8C=CC=CC8)C=9C=CC=CC9)[P](C=1C=CC=CC1)(C=1C=CC=CC1)C=1C=CC=CC1 (Pd(PPh3)4). Solvent: C1(=CC=CC=C1)C (toluene), C(CC)O (n-propanol). Run at temperature 100 celsius. The product is C(#N)CNC([C@H](CC(C)C)O[C@H](C1=CC=CC=C1)C1=CC=C(C=C1)C1=CC=C(C=C1)SC)=O ((2S)-N-(Cyanomethyl)-4-methyl-2-{[(R)-[4′-(methylthio)-1,1′-biphenyl-4-yl](phenyl)methyl]oxy}pentanamide). Reaction SMILES: Br[C:2]1[CH:7]=[CH:6][C:5]([C@@H:8]([C:21]2[CH:26]=[CH:25][CH:24]=[CH:23][CH:22]=2)[O:9][C@@H:10]([CH2:17][CH:18]([CH3:20])[CH3:19])[C:11]([NH:13][CH2:14][C:15]#[N:16])=[O:12])=[CH:4][CH:3]=1.[CH3:27][S:28][C:29]1[CH:34]=[CH:33][C:32](B(O)O)=[CH:31][CH:30]=1.[N].C([O-])([O-])=O.[Na+].[Na+]>C1(C)C=CC=CC=1.C(O)CC.C1C=CC([P]([Pd]([P](C2C=CC=CC=2)(C2C=CC=CC=2)C2C=CC=CC=2)([P](C2C=CC=CC=2)(C2C=CC=CC=2)C2C=CC=CC=2)[P](C2C=CC=CC=2)(C2C=CC=CC=2)C2C=CC=CC=2)(C2C=CC=CC=2)C2C=CC=CC=2)=CC=1>[C:15]([CH2:14][NH:13][C:11](=[O:12])[C@@H:10]([O:9][C@@H:8]([C:5]1[CH:6]=[CH:7][C:2]([C:32]2[CH:33]=[CH:34][C:29]([S:28][CH3:27])=[CH:30][CH:31]=2)=[CH:3][CH:4]=1)[C:21]1[CH:26]=[CH:25][CH:24]=[CH:23][CH:22]=1)[CH2:17][CH:18]([CH3:20])[CH3:19])#[N:16] |f:1.2,3.4.5,^1:59,61,80,99|. Reported procedure: To a solution of (2S)-2-{[(R)-(4-bromophenyl)(phenyl)methyl]oxy}-N-(cyanomethyl)-4-methylpentanamide (0.84 mmol, 348 mg) in toluene (5 mL) and n-propanol (1.5 mL) was added under a stream of nitrogen 4-(methylthio)phenylboronic acid (1.0 mmol, 169 mg), Pd(PPh3)4 (0.042 mmol, 48 mg), Na2CO3 (2 M, 2 mL). The mixture was degassed with a rapid stream of nitrogen bubbling through the mixture and the mixture was heated to 100° C. for 2 h. The mixture was cooled, diluted with EtOAc and washed with wate... Reactants: ClC1=C(C=C(/C=C/C(N)=NO)C=C1)C(F)(F)F ((E)-4-chloro-3-trifluoromethylcinnamamide oxime), C(OCC)(OCC)OCC (triethyl orthoformate). The reagents and catalysts are B(F)(F)F.CCOCC (boron trifluoride etherate). Yields the product ClC1=C(C=C(/C=C/C2=NOC=N2)C=C1)C(F)(F)F ((E)-3-(4-chloro-3-trifluoromethyl-styryl)-1,2,4-oxadiazole). Yield: 71.0%. As a reaction SMILES: [Cl:1][C:2]1[CH:13]=[CH:12][C:5](/[CH:6]=[CH:7]/[C:8](=[N:10][OH:11])[NH2:9])=[CH:4][C:3]=1[C:14]([F:17])([F:16])[F:15].[CH:18](OCC)(OCC)OCC>B(F)(F)F.CCOCC>[Cl:1][C:2]1[CH:13]=[CH:12][C:5](/[CH:6]=[CH:7]/[C:8]2[N:9]=[CH:18][O:11][N:10]=2)=[CH:4][C:3]=1[C:14]([F:15])([F:16])[F:17] |f:2.3|. Procedure details: 5.2 g (0.02 mol) of (E)-4-chloro-3-trifluoromethylcinnamamide oxime are initially introduced into 50 ml of triethyl orthoformate and 2 drops of boron trifluoride etherate are added at room temperature. The mixture is then stirred at reflux temperature for 2 hours and the whole batch is then concentrated in vacuo. The residue is then taken up in 100 ml of methylene chloride and washed consecutively with 100 ml of 2N hydrochloric acid, saturated sodium carbonate solution and water. The organic pha... The reactants are CN1CCOCC1 (N-methylmorpholine), C(CC)N(CC#CC(=O)O)CCC (4-dipropylamino-2-butynoic acid), NC=1C=C2C(=C(C=NC2=CC1)C#N)NC1=CC(=CC=C1)Br (6-amino-4-[(3-bromophenyl)amino]-3-quinolinecarbonitrile). Procedure details: Partially dissolved 1.28 g (7.0 mmol) 4-dipropylamino-2-butynoic acid in 100 ml THF and chilled to 0° C. under N2. Added 974 μl (8.85 mmol) N-methylmorpholine 768 μl (5.90 mmol) isobutyl chloroformate and stirred for 30 minutes. Added a solution of 1.00 g (2.95 mmol) ) 6-amino-4-[(3-bromophenyl)amino]-3-quinolinecarbonitrile in 8 ml pyridine. At two hours, quenched with ice water and extracted with ethyl acetate. Dried organic layer with magnesium sulfate, reduced solvent to a small volume and l... Reaction SMILES: [CH2:1]([N:4]([CH2:11][CH2:12][CH3:13])[CH2:5][C:6]#[C:7][C:8]([OH:10])=O)[CH2:2][CH3:3].CN1CCOCC1.[NH2:21][C:22]1[CH:23]=[C:24]2[C:29](=[CH:30][CH:31]=1)[N:28]=[CH:27][C:26]([C:32]#[N:33])=[C:25]2[NH:34][C:35]1[CH:40]=[CH:39][CH:38]=[C:37]([Br:41])[CH:36]=1>C1COCC1.N1C=CC=CC=1>[Br:41][C:37]1[CH:36]=[C:35]([NH:34][C:25]2[C:24]3[C:29](=[CH:30][CH:31]=[C:22]([NH:21][C:8](=[O:10])[C:7]#[C:6][CH2:5][N:4]([CH2:1][CH2:2][CH3:3])[CH2:11][CH2:12][CH3:13])[CH:23]=3)[N:28]=[CH:27][C:26]=2[C:32]#[N:33])[CH:40]=[CH:39][CH:38]=1. The product is BrC=1C=C(C=CC1)NC1=C(C=NC2=CC=C(C=C12)NC(C#CCN(CCC)CCC)=O)C#N (N-{4-[(3-Bromophenyl)amino]-3-cyano-6-quinolinyl}-4-dipropylamino-2-butynamide). Run at time 30 minute. Solvent: C1CCOC1 (THF), N1=CC=CC=C1 (pyridine). Starting materials: Brc1cccc(Br)n1, CN(C)C=O, COC(=O)CO, [H-], [Na+]. Yields the product COC(=O)COc1cccc(Br)n1. RXN SMILES: [Br:9][c:10]1[n:11][c:12]([Br:16])[cH:13][cH:14][cH:15]1.[CH3:17][N:18]([CH3:19])[CH:20]=[O:21].[CH3:3][O:4][C:5]([CH2:6][OH:7])=[O:8].[H-:1].[Na+:2]>>[CH3:3][O:4][C:5]([CH2:6][O:7][c:12]1[n:11][c:10]([Br:9])[cH:15][cH:14][cH:13]1)=[O:8]. Reactants: O=C1N(C=2CCCC(C2C(N1)C1=C(C=C(C#N)C=C1)C)=O)C1=CC(=CC=C1)C(F)(F)F (4-(2,5-Dioxo-1-(3-(trifluoromethyl)phenyl)-1,2,3,4,5,6,7,8-octahydroquinazolin-4-yl)-3-methylbenzonitrile), Cl.NC(C1=C(C=C(C#N)C=C1)Cl)C1=C(CCCC1=O)NC1=CC(=CC=C1)C(F)(F)F (4-(amino(6-oxo-2-(3-(trifluoromethyl)phenylamino)cyclohex-1-enyl)methyl)-3-chloro-benzonitrile hydrochloride), Cl.NC(C1=C(C=C(C#N)C=C1)Cl)C1=C(CCCC1=O)NC1=CC(=CC=C1)C(F)(F)F (4-(amino(6-oxo-2-(3-(trifluoromethyl)phenylamino)cyclohex-1-enyl)methyl)-3-chloro-benzonitrile hydrochloride). Product: ClC=1C=C(C#N)C=CC1C1NC(N(C=2CCCC(C12)=O)C1=CC(=CC=C1)C(F)(F)F)=O (3-Chloro-4-(2,5-dioxo-1-(3-(trifluoromethyl)phenyl)-1,2,3,4,5,6,7,8-octahydroquinazolin-4-yl)benzonitrile). RXN SMILES: [O:1]=[C:2]1[NH:11][CH:10]([C:12]2[CH:19]=[CH:18][C:15]([C:16]#[N:17])=[CH:14][C:13]=2C)[C:9]2[C:8](=[O:21])[CH2:7][CH2:6][CH2:5][C:4]=2[N:3]1[C:22]1[CH:27]=[CH:26][CH:25]=[C:24]([C:28]([F:31])([F:30])[F:29])[CH:23]=1.Cl.NC(C1C(=O)CCCC=1NC1C=CC=C(C(F)(F)F)C=1)C1C=CC(C#N)=CC=1[Cl:43]>>[Cl:43][C:13]1[CH:14]=[C:15]([CH:18]=[CH:19][C:12]=1[CH:10]1[C:9]2[C:8](=[O:21])[CH2:7][CH2:6][CH2:5][C:4]=2[N:3]([C:22]2[CH:27]=[CH:26][CH:25]=[C:24]([C:28]([F:31])([F:30])[F:29])[CH:23]=2)[C:2](=[O:1])[NH:11]1)[C:16]#[N:17] |f:1.2|. Reported procedure: The title compound is prepared in analogy to 4-(2,5-dioxo-1-(3-(trifluoromethyl)phenyl)-1,2,3,4,5,6,7,8-octahydroquinazolin-4-yl)-3-methylbenzonitrile (example 55), using 4-(amino(6-oxo-2-(3-(trifluoromethyl)phenylamino)cyclohex-1-enyl)methyl)-3-chloro-benzonitrile hydrochloride (intermediate 54, 620 mg, 1.36 mmol) as starting material. Yield: 191 mg; ESI mass spectrum [M+H]+=446; Retention time HPLC: 0.65 min (X012_S01).